This data is from the Open Reaction Database (ORD), a public repository of structured organic reaction records. The task is: describe an organic reaction: reactants, conditions, products, and yield Starting materials: CC#N, O=C1CCC(=O)N1I, O=C1CCc2cc(O)ccc21. Yields the product O=C1CCc2cc(O)c(I)cc21. RXN SMILES: [CH3:20][C:21]#[N:22].[I:12][N:13]1[C:14](=[O:15])[CH2:16][CH2:17][C:18]1=[O:19].[OH:1][c:2]1[cH:3][c:4]2[c:8]([cH:9][cH:10]1)[C:7](=[O:11])[CH2:6][CH2:5]2>>[OH:1][c:2]1[cH:3][c:4]2[c:8]([cH:9][c:10]1[I:12])[C:7](=[O:11])[CH2:6][CH2:5]2. Starting materials: Cc1nc2sccn2c1C(=O)NCC1CC2CC2N1, Nc1nc(C(=O)O)c(-c2cccc(F)c2)s1. Product: Cc1nc2sccn2c1C(=O)NCC1CC2CC2N1C(=O)c1nc(N)sc1-c1cccc(F)c1. RXN SMILES: [CH:1]12[NH:2][CH:3]([CH2:7][NH:8][C:9](=[O:10])[c:11]3[c:12]([CH3:19])[n:13][c:14]4[s:15][cH:16][cH:17][n:18]34)[CH2:4][CH:5]1[CH2:6]2.[NH2:20][c:21]1[s:22][c:23](-[c:29]2[cH:30][c:31]([F:35])[cH:32][cH:33][cH:34]2)[c:24]([C:26](=[O:27])[OH:28])[n:25]1>>[CH:1]12[N:2]([C:26]([c:24]3[c:23](-[c:29]4[cH:30][c:31]([F:35])[cH:32][cH:33][cH:34]4)[s:22][c:21]([NH2:20])[n:25]3)=[O:27])[CH:3]([CH2:7][NH:8][C:9](=[O:10])[c:11]3[c:12]([CH3:19])[n:13][c:14]4[s:15][cH:16][cH:17][n:18]34)[CH2:4][CH:5]1[CH2:6]2. Reactants: O=C([O-])O, COCCOC, COC(=O)c1ccc2c(C3CCCCC3)c(B3OC(C)(C)C(C)(C)O3)[nH]c2c1, [Na+], O, O=C(NCCO)c1ccccc1I, c1ccc(P(c2ccccc2)(c2ccccc2)[Pd](P(c2ccccc2)(c2ccccc2)c2ccccc2)(P(c2ccccc2)(c2ccccc2)c2ccccc2)P(c2ccccc2)(c2ccccc2)c2ccccc2)cc1. Yields the product COC(=O)c1ccc2c(C3CCCCC3)c(-c3ccccc3C(=O)NCCO)[nH]c2c1. As a reaction SMILES: [C:14](=[O:15])([O-:16])[OH:17].[CH3:47][O:48][CH2:49][CH2:50][O:51][CH3:52].[CH:19]1([c:25]2[c:26]([B:38]3[O:39][C:40]([CH3:41])([CH3:42])[C:43]([CH3:44])([CH3:45])[O:46]3)[nH:27][c:28]3[cH:29][c:30]([C:34](=[O:35])[O:36][CH3:37])[cH:31][cH:32][c:33]23)[CH2:20][CH2:21][CH2:22][CH2:23][CH2:24]1.[Na+:18].[OH2:53].[OH:1][CH2:2][CH2:3][NH:4][C:5]([c:6]1[c:7]([I:12])[cH:8][cH:9][cH:10][cH:11]1)=[O:13].[cH:54]1[cH:55][cH:56][c:57]([P:58]([Pd:59]([P:60]([c:61]2[cH:62][cH:63][cH:64][cH:65][cH:66]2)([c:67]2[cH:68][cH:69][cH:70][cH:71][cH:72]2)[c:73]2[cH:74][cH:75][cH:76][cH:77][cH:78]2)([P:79]([c:80]2[cH:81][cH:82][cH:83][cH:84][cH:85]2)([c:86]2[cH:87][cH:88][cH:89][cH:90][cH:91]2)[c:92]2[cH:93][cH:94][cH:95][cH:96][cH:97]2)[P:98]([c:99]2[cH:100][cH:101][cH:102][cH:103][cH:104]2)([c:105]2[cH:106][cH:107][cH:108][cH:109][cH:110]2)[c:111]2[cH:112][cH:113][cH:114][cH:115][cH:116]2)([c:117]2[cH:118][cH:119][cH:120][cH:121][cH:122]2)[c:123]2[cH:124][cH:125][cH:126][cH:127][cH:128]2)[cH:129][cH:130]1>>[OH:1][CH2:2][CH2:3][NH:4][C:5]([c:6]1[c:7](-[c:26]2[c:25]([CH:19]3[CH2:20][CH2:21][CH2:22][CH2:23][CH2:24]3)[c:33]3[c:28]([nH:27]2)[cH:29][c:30]([C:34](=[O:35])[O:36][CH3:37])[cH:31][cH:32]3)[cH:8][cH:9][cH:10][cH:11]1)=[O:13]. Starting materials: BrC=1C=CC(=C(C(=O)NC2=C(C=C(C=C2)C(F)(F)F)Cl)C1)O (5-bromo-N-[2-chloro-4-(trifluoromethyl)phenyl]-2-hydroxybenzamide), N1(CCOCC1)C(=O)Cl (morpholine-4-carbonyl chloride), raw materials. Product: BrC=1C=CC(=C(C(=O)NC2=C(C=C(C=C2)C(F)(F)F)Cl)C1)OC(=O)N1CCOCC1 (5-Bromo-N-[2-chloro-4-(trifluoromethyl)phenyl]-2-[(morpholinocarbonyl)oxy]-benzamide). Isolated yield 93.5%. As a reaction SMILES: [Br:1][C:2]1[CH:3]=[CH:4][C:5]([OH:22])=[C:6]([CH:21]=1)[C:7]([NH:9][C:10]1[CH:15]=[CH:14][C:13]([C:16]([F:19])([F:18])[F:17])=[CH:12][C:11]=1[Cl:20])=[O:8].[N:23]1([C:29](Cl)=[O:30])[CH2:28][CH2:27][O:26][CH2:25][CH2:24]1>>[Br:1][C:2]1[CH:3]=[CH:4][C:5]([O:22][C:29]([N:23]2[CH2:28][CH2:27][O:26][CH2:25][CH2:24]2)=[O:30])=[C:6]([CH:21]=1)[C:7]([NH:9][C:10]1[CH:15]=[CH:14][C:13]([C:16]([F:17])([F:19])[F:18])=[CH:12][C:11]=1[Cl:20])=[O:8]. Procedure: Using 5-bromo-N-[2-chloro-4-(trifluoromethyl)phenyl]-2-hydroxybenzamide and morpholine-4-carbonyl chloride as the raw materials, the same operation as the Example 71 gave the title compound. Reactants: [Br-].C(C)(=O)OC1=C(C=C[N+]2=CC=CC=C12)Br (1-acetoxy-2-bromoquinolizinium bromide), O(C1=CC=CC=C1)C1=CC=C(N)C=C1 (p-phenoxyaniline), CCOCC (ether). Solvent: C(C)(C)O (isopropanol). The product is O(C1=CC=CC=C1)C1=CC=C([NH3+])C=C1.[Br-].BrC1=C(C2=CC=CC=[N+]2C=C1)O.[Br-] (2-Bromo-1-hydroxyquinolizinium bromide p-phenoxyanilinium salt). RXN SMILES: [Br-:1].C([O:5][C:6]1[C:15]2[N+:10](=[CH:11][CH:12]=[CH:13][CH:14]=2)[CH:9]=[CH:8][C:7]=1[Br:16])(=O)C.[O:17]([C:24]1[CH:30]=[CH:29][C:27]([NH2:28])=[CH:26][CH:25]=1)[C:18]1[CH:23]=[CH:22][CH:21]=[CH:20][CH:19]=1.CCOCC>C(O)(C)C>[O:17]([C:24]1[CH:25]=[CH:26][C:27]([NH3+:28])=[CH:29][CH:30]=1)[C:18]1[CH:19]=[CH:20][CH:21]=[CH:22][CH:23]=1.[Br-:16].[Br:16][C:7]1[CH:8]=[CH:9][N+:10]2[C:15](=[CH:14][CH:13]=[CH:12][CH:11]=2)[C:6]=1[OH:5].[Br-:1] |f:0.1,5.6.7.8|. Procedure: To a solution of 1-acetoxy-2-bromoquinolizinium bromide (12.0 g., 0.035 mole) in isopropanol (250 ml.) was added p-phenoxyaniline (15.0 g., 0.08 mole). The stirred mixture was boiled under reflux for 3.5 hours. The reaction mixture was treated with ether and scratched, and the precipitate was removed by filtration and dried at 63°. The mustard-yellow product weighed 11.0 g. (65%). Recrystallization from isopropanol/ether provided gold crystals melting at 123°-125°. The reactants are O=C([O-])[O-], Fc1ccc(CCl)cc1, [K+], [K+], CN(C)C=O, O, COC(=O)C1=Cc2cc(O)ccc2S(=O)(=O)CC1. Product: COC(=O)C1=Cc2cc(OCc3ccc(F)cc3)ccc2S(=O)(=O)CC1. RXN SMILES: [C:28](=[O:29])([O-:30])[O-:31].[F:19][c:20]1[cH:21][cH:22][c:23]([CH2:24][Cl:25])[cH:26][cH:27]1.[K+:32].[K+:33].[O:34]=[CH:35][N:36]([CH3:37])[CH3:38].[OH2:39].[OH:1][c:2]1[cH:3][cH:4][c:5]2[c:6]([cH:18]1)[CH:7]=[C:8]([C:14](=[O:15])[O:16][CH3:17])[CH2:9][CH2:10][S:11]2(=[O:12])=[O:13]>>[O:1]([c:2]1[cH:3][cH:4][c:5]2[c:6]([cH:18]1)[CH:7]=[C:8]([C:14](=[O:15])[O:16][CH3:17])[CH2:9][CH2:10][S:11]2(=[O:12])=[O:13])[CH2:24][c:23]1[cH:22][cH:21][c:20]([F:19])[cH:27][cH:26]1.